This data is from the Open Reaction Database (ORD), a public repository of structured organic reaction records. The task is: describe an organic reaction: reactants, conditions, products, and yield Starting materials: [OH-].[K+] (KOH), [OH-].[K+] (KOH), CC1(NC(CC(C1)N(CCCCCCN(C=O)C1CC(NC(C1)(C)C)(C)C)C=O)(C)C)C (N,N′-bis-[2,2,6,6-tetra-methylpiperidin-4-yl]-N,N′-bisformyl-1,6-diaminohexane), [O-]S(=O)(=O)[O-].[Mg+2] (MgSO4), OO (H2O2). Solvent: CO (methanol). Reaction conditions: temperature 81 celsius, time 6 hour. The product is ON1C(CC(CC1(C)C)N(CCCCCCN(C=O)C1CC(N(C(C1)(C)C)O)(C)C)C=O)(C)C (N,N′-Bis(1-oxyl-2,2,6,6-tetramethylpiperidin-4-yl)-N,N′-bis-formyl-1,6-diaminohexane). As a reaction SMILES: [CH3:1][C:2]1([CH3:32])[CH2:7][CH:6]([N:8]([CH:28]=[O:29])[CH2:9][CH2:10][CH2:11][CH2:12][CH2:13][CH2:14][N:15]([CH:18]2[CH2:23][C:22]([CH3:25])([CH3:24])[NH:21][C:20]([CH3:27])([CH3:26])[CH2:19]2)[CH:16]=[O:17])[CH2:5][C:4]([CH3:31])([CH3:30])[NH:3]1.[O-:33]S([O-])(=O)=O.[Mg+2].OO.[OH-:41].[K+]>CO>[OH:41][N:21]1[C:22]([CH3:24])([CH3:25])[CH2:23][CH:18]([N:15]([CH:16]=[O:17])[CH2:14][CH2:13][CH2:12][CH2:11][CH2:10][CH2:9][N:8]([CH:6]2[CH2:5][C:4]([CH3:31])([CH3:30])[N:3]([OH:33])[C:2]([CH3:32])([CH3:1])[CH2:7]2)[CH:28]=[O:29])[CH2:19][C:20]1([CH3:27])[CH3:26] |f:1.2,4.5|. Reported procedure: A solution of 337.5 g (0.75 mol) of N,N′-bis-[2,2,6,6-tetra-methylpiperidin-4-yl]-N,N′-bisformyl-1,6-diaminohexane in 600 ml of methanol was treated with 0.15 g of MgSO4. 600 ml of a 30% strength H2O2 solution (5.87 mol) were added dropwise at 67° C. in the course of 6 h. The temperature was then increased to 81° C. and the mixture was kept at this temperature for a further 6 h, the pH of 7.8 being kept constant by metered addition of a 50% strength KOH solution. The pH was then adjusted to 9.0 ...